This data is from the Open Reaction Database (ORD), a public repository of structured organic reaction records. The task is: describe an organic reaction: reactants, conditions, products, and yield Reactants: ClC1=C(C(=NC(=N1)C1=NC=CC=N1)NS(=O)(=O)C=CC1=CC(=CC=C1)C)OC1=C(C=CC=C1)OC (N-[6-chloro-5-(2-methoxyphenoxy)-2-(2-pyrimidinyl)-4-pyrimidinyl]-2-(3-methylphenyl)ethenesulfonamide), [Na] (Sodium), Cl (hydrochloric acid). Run in C(CO)O (ethylene glycol). Product: OCCOC1=C(C(=NC(=N1)C1=NC=CC=N1)NS(=O)(=O)C=CC1=CC(=CC=C1)C)OC1=C(C=CC=C1)OC (N-[6-(2-hydroxyethoxy)-5-(2-methoxyphenoxy)-2-(2-pyrimidinyl)-4-pyrimidinyl]-2-(3-methylphenyl)ethenesulfonamide). Yield: 145.0%. Reaction SMILES: [Na].Cl[C:3]1[N:8]=[C:7]([C:9]2[N:14]=[CH:13][CH:12]=[CH:11][N:10]=2)[N:6]=[C:5]([NH:15][S:16]([CH:19]=[CH:20][C:21]2[CH:26]=[CH:25][CH:24]=[C:23]([CH3:27])[CH:22]=2)(=[O:18])=[O:17])[C:4]=1[O:28][C:29]1[CH:34]=[CH:33][CH:32]=[CH:31][C:30]=1[O:35][CH3:36].Cl>C(O)CO>[OH:28][CH2:29][CH2:30][O:35][C:3]1[N:8]=[C:7]([C:9]2[N:14]=[CH:13][CH:12]=[CH:11][N:10]=2)[N:6]=[C:5]([NH:15][S:16]([CH:19]=[CH:20][C:21]2[CH:26]=[CH:25][CH:24]=[C:23]([CH3:27])[CH:22]=2)(=[O:18])=[O:17])[C:4]=1[O:28][C:29]1[CH:34]=[CH:33][CH:32]=[CH:31][C:30]=1[O:35][CH3:36] |^1:0|. Procedure details: Sodium (315 mg) was dissolved in 7.7 ml of ethylene glycol and 700 mg of N-[6-chloro-5-(2-methoxyphenoxy)-2-(2-pyrimidinyl)-4-pyrimidinyl]-2-(3-methylphenyl)ethenesulfonamide was added thereto with stirring. The reaction mixture was stirred at 90° C. for 30 minutes and poured into a mixture of 1N hydrochloric acid and ice. Crystals separated out therefrom were collected by filtration and the resulting crystals were purified by a silica gel column chromatography (chloroform-methanol=20:1). The re... The reactants are C(CCCC)(=O)Cl (valeryl chloride), OCCCNC1=C2C(=NC(=C1)C)C=NN2 (7-[3-Hydroxypropylamino]-5-methyl-1H-pyrazolo[4,3-b]-pyridine), CO (Methanol), CCOCC (ether). Solvent: O1CCOCC1 (dioxan), N1=CC=CC=C1 (pyridine), O1CCOCC1 (1,4-dioxan). Run at time 8 hour. Product: C(CCCC)(=O)OCCCNC1=C2C(=NC(=C1)C)C=NN2 (7-[3-Pentanoyloxypropylamino]-5-methyl-1H-pyrazolo[4,3-b]pyridine). RXN SMILES: [OH:1][CH2:2][CH2:3][CH2:4][NH:5][C:6]1[CH:11]=[C:10]([CH3:12])[N:9]=[C:8]2[CH:13]=[N:14][NH:15][C:7]=12.[C:16](Cl)(=[O:21])[CH2:17][CH2:18][CH2:19][CH3:20].CO.CCOCC>N1C=CC=CC=1.O1CCOCC1>[C:16]([O:1][CH2:2][CH2:3][CH2:4][NH:5][C:6]1[CH:11]=[C:10]([CH3:12])[N:9]=[C:8]2[CH:13]=[N:14][NH:15][C:7]=12)(=[O:21])[CH2:17][CH2:18][CH2:19][CH3:20]. Procedure: 7-[3-Hydroxypropylamino]-5-methyl-1H-pyrazolo[4,3-b]-pyridine,* (0.15 g, 0.73 mmol) was suspended in dry pyridine (2 ml) and 1,4-dioxan (2 ml) and cooled in an ice-bath. A solution of valeryl chloride (0.18 ml, 2.1 equiv.) in dioxan (1.5 ml) was added dropwise with stirring and then left at room temperature overnight. Methanol (10 ml) was added and the resulting solution stirred for 1 h and then solvents removed under reduced pressure. The residue was chromatographed on basic alumina eluting ini... Reactants: C(C)N1CCN(CC1)C=1C=NC(=CC1)[N+](=O)[O-] (1-ethyl-4-(6-nitropyridin-3-yl)piperazine), C(C)O (ethanol). Reagents/catalysts: [Pd] (Pd/C). Conditions: time 18 hour. Yields the product C(C)N1CCN(CC1)\C(\C=N\CN)=C/C=C (N-[(E)-2-(4-ethyl-piperazin-1-yl)-penta-2,4-dien-(Z)-ylidene]-methanediamine). Yield: 86.0%. Reaction SMILES: [CH2:1]([N:3]1[CH2:8][CH2:7][N:6]([C:9]2[CH:10]=[N:11][C:12]([N+:15]([O-])=O)=[CH:13][CH:14]=2)[CH2:5][CH2:4]1)[CH3:2].[CH2:18](O)C>[Pd]>[CH2:1]([N:3]1[CH2:8][CH2:7][N:6](/[C:9](=[CH:14]\[CH:13]=[CH2:18])/[CH:10]=[N:11]/[CH2:12][NH2:15])[CH2:5][CH2:4]1)[CH3:2]. Reported procedure: To a solution of 1-ethyl-4-(6-nitropyridin-3-yl)piperazine (500 mg, 2.12 mmol) in ethanol (20 mL) was added 10% Pd/C (113 mg, 0.11 mmol) and the resulting mixture was stirred under a hydrogen atmosphere for 18 h. The reaction mixture was filtered through celite, washed with ethanol and concentrated to give N-[(E)-2-(4-ethyl-piperazin-1-yl)-penta-2,4-dien-(Z)-ylidene]-methanediamine (377 mg, 86%) as a grey solid. Reactants: COCC1(CN2C(=O)c3ccccc3C2=O)CCN(Cc2ccccc2)C1, CCO, Cl, NN, O. The product is COCC1(CN)CCN(Cc2ccccc2)C1. As a reaction SMILES: [CH2:4]([c:5]1[cH:6][cH:7][cH:8][cH:9][cH:10]1)[N:11]1[CH2:12][C:13]([CH2:16][O:17][CH3:18])([CH2:19][N:20]2[C:21](=[O:22])[c:23]3[c:24]([cH:25][cH:26][cH:27][cH:28]3)[C:29]2=[O:30])[CH2:14][CH2:15]1.[CH3:32][CH2:33][OH:34].[ClH:31].[NH2:2][NH2:3].[OH2:1]>>[CH2:4]([c:5]1[cH:6][cH:7][cH:8][cH:9][cH:10]1)[N:11]1[CH2:12][C:13]([CH2:16][O:17][CH3:18])([CH2:19][NH2:20])[CH2:14][CH2:15]1.